This data is from the Open Reaction Database (ORD), a public repository of structured organic reaction records. The task is: describe an organic reaction: reactants, conditions, products, and yield The reactants are O=N[O-], CN1C(=O)COc2cc(N)ccc21, [Na+], O=S(=O)([O-])[O-], O, O=S(=O)(O)O. The product is CN1C(=O)COc2cc(O)ccc21. Reaction SMILES: [N:19]([O-:20])=[O:21].[NH2:1][c:2]1[cH:3][c:4]2[c:5]([cH:12][cH:13]1)[N:6]([CH3:11])[C:7](=[O:10])[CH2:8][O:9]2.[Na+:22].[O-:23][S:24](=[O:25])(=[O:26])[O-:27].[OH2:28].[S:14]([OH:15])(=[O:16])(=[O:17])[OH:18]>>[c:2]1([OH:15])[cH:3][c:4]2[c:5]([cH:12][cH:13]1)[N:6]([CH3:11])[C:7](=[O:10])[CH2:8][O:9]2. Starting materials: C(#N)[BH3-].[Na+] (sodium cyanoborohydride), C1(=CC=CC2=CC=CC=C12)N (α-naphthylamine), Cl.C1(=CC=CC2=CC=CC=C12)N (α-naphthylamine-HCl), CC(C)=CCCC(C)CC=O (citronellal). The solvent is CO (methanol). Conditions: time 5 minute. Product: C(CC(C)CCC=C(C)C)NC1=CC=CC2=CC=CC=C12 ((+)-N-citronellyl-α-naphthylamine). Yield: 21.0%. As a reaction SMILES: [C:1]1([NH2:11])[C:10]2[C:5](=[CH:6][CH:7]=[CH:8][CH:9]=2)[CH:4]=[CH:3][CH:2]=1.Cl.C1(N)C2C(=CC=CC=2)C=CC=1.[CH3:24][C:25](=[CH:27][CH2:28][CH2:29][CH:30]([CH2:32][CH:33]=O)[CH3:31])[CH3:26].C([BH3-])#N.[Na+]>CO>[CH2:33]([NH:11][C:1]1[C:10]2[C:5](=[CH:6][CH:7]=[CH:8][CH:9]=2)[CH:4]=[CH:3][CH:2]=1)[CH2:32][CH:30]([CH2:29][CH2:28][CH:27]=[C:25]([CH3:26])[CH3:24])[CH3:31] |f:1.2,4.5|. Procedure: 2.0 g α-naphthylamine (14 mmol) and 0.01 gm α-naphthylamine-HCl were added to 25 ml absolute methanol along with 2.15 gm citronellal (14 mmol) and stirred for five minutes, after which the solution turned hazy. Then 0.53 gm (8.4 mmol) sodium cyanoborohydride was added and a brief exotherm occurred. The mixture was stirred overnight at room temperature. The bottom organic layer was separated from the top aqueous layer. An IR spectra of the organic layer (a brown oil) showed no carbonyl group and ... The reactants are Cn1nc(C(N)=O)c2c1-c1nc(Nc3ccccn3)ncc1CC2, CO, ClCCl, Cl, C1COCCO1. The product is Cn1nc(C(N)=O)c2c1-c1nc(Nc3ccccn3)ncc1CC2, Cl. Reaction SMILES: [CH3:1][n:2]1[n:3][c:4]([C:22](=[O:23])[NH2:24])[c:5]2[c:14]1-[c:13]1[c:8]([cH:9][n:10][c:11]([NH:15][c:16]3[n:17][cH:18][cH:19][cH:20][cH:21]3)[n:12]1)[CH2:7][CH2:6]2.[CH3:25][OH:26].[Cl:27][CH2:28][Cl:29].[ClH:30].[O:31]1[CH2:32][CH2:33][O:34][CH2:35][CH2:36]1>>[CH3:1][n:2]1[n:3][c:4]([C:22](=[O:23])[NH2:24])[c:5]2[c:14]1-[c:13]1[c:8]([cH:9][n:10][c:11]([NH:15][c:16]3[n:17][cH:18][cH:19][cH:20][cH:21]3)[n:12]1)[CH2:7][CH2:6]2.[ClH:27].